This data is from the Open Reaction Database (ORD), a public repository of structured organic reaction records. The task is: describe an organic reaction: reactants, conditions, products, and yield Reaction SMILES: [Cl:1][C:2]1[CH:7]=[CH:6][C:5]([C@H:8]2[C@@H:12]([C:13]3[CH:18]=[CH:17][C:16]([Cl:19])=[CH:15][CH:14]=3)[N:11]([C:20](Cl)=[O:21])[C:10]([C:23]3[S:24][CH:25]=[CH:26][C:27]=3[O:28][CH2:29][CH3:30])=[N:9]2)=[CH:4][CH:3]=1.Cl.Cl.[C:33]([NH:37][C:38](=[O:46])[CH2:39][N:40]1[CH2:45][CH2:44][NH:43][CH2:42][CH2:41]1)([CH3:36])([CH3:35])[CH3:34]>>[Cl:1][C:2]1[CH:7]=[CH:6][C:5]([C@H:8]2[C@@H:12]([C:13]3[CH:14]=[CH:15][C:16]([Cl:19])=[CH:17][CH:18]=3)[N:11]([C:20]([N:43]3[CH2:42][CH2:41][N:40]([CH2:39][C:38]([NH:37][C:33]([CH3:36])([CH3:35])[CH3:34])=[O:46])[CH2:45][CH2:44]3)=[O:21])[C:10]([C:23]3[S:24][CH:25]=[CH:26][C:27]=3[O:28][CH2:29][CH3:30])=[N:9]2)=[CH:4][CH:3]=1 |f:1.2.3|. Reactants: ClC1=CC=C(C=C1)[C@@H]1N=C(N([C@@H]1C1=CC=C(C=C1)Cl)C(=O)Cl)C=1SC=CC1OCC ((4S,5R)-4,5-Bis-(4-chloro-phenyl)-2-(3-ethoxy-thiophen-2-yl)-4,5-dihydro-imidazole-1-carbonyl chloride), Cl.Cl.C(C)(C)(C)NC(CN1CCNCC1)=O (N-tert-butyl-2-piperazin-1-yl-acetamide dihydrochloride). Procedure: 2-{4-[(4S,5R)-4,5-Bis-(4-chloro-phenyl)-2-(3-ethoxy-thiophen-2-yl)-4,5-dihydro-imidazole-1-carbonyl chloride was reacted with N-tert-butyl-2-piperazin-1-yl-acetamide dihydrochloride to give 2-{4-[(4S,5R)-4,5-bis-(4-chloro-phenyl)-2-(3-ethoxy-thiophen-2-yl)-4,5-dihydro-imidazole-1-carbonyl]-piperazin-1-yl}-N-tert-butyl-acetamide in an analogous manner as described in example 1. LR-MS: 642.3 [(M+H)+] Product: ClC1=CC=C(C=C1)[C@@H]1N=C(N([C@@H]1C1=CC=C(C=C1)Cl)C(=O)N1CCN(CC1)CC(=O)NC(C)(C)C)C=1SC=CC1OCC (2-{4-[(4S,5R)-4,5-bis-(4-chloro-phenyl)-2-(3-ethoxy-thiophen-2-yl)-4,5-dihydro-imidazole-1-carbonyl]-piperazin-1-yl}-N-tert-butyl-acetamide). Reactants: O1CCOCC1 (dioxan), [OH-].[Na+] (sodium hydroxide), C(#N)C1=CC=C(C=C1)CCC(=O)N1CCCC2=CC(=CC=C12)NC(C(F)(F)F)=O (1-[3-(4cyano-phenyl)propionyl]-6-trifluoracetylamino-1,2,3,4-tetrahydro-quinoline). Solvent: CO (methanol). Product: NC=1C=C2CCCN(C2=CC1)C(CCC1=CC=C(C=C1)C#N)=O (6-amino-1-[3-(4-cyano-phenyl)propionyl]-1,2,3,4-tetrahydro-quinoline). As a reaction SMILES: [C:1]([C:3]1[CH:8]=[CH:7][C:6]([CH2:9][CH2:10][C:11]([N:13]2[C:22]3[C:17](=[CH:18][C:19]([NH:23]C(=O)C(F)(F)F)=[CH:20][CH:21]=3)[CH2:16][CH2:15][CH2:14]2)=[O:12])=[CH:5][CH:4]=1)#[N:2].O1CCOCC1.[OH-].[Na+]>CO>[NH2:23][C:19]1[CH:18]=[C:17]2[C:22](=[CH:21][CH:20]=1)[N:13]([C:11](=[O:12])[CH2:10][CH2:9][C:6]1[CH:5]=[CH:4][C:3]([C:1]#[N:2])=[CH:8][CH:7]=1)[CH2:14][CH2:15][CH2:16]2 |f:2.3|. Procedure: 16 g of 1-[3-(4cyano-phenyl)propionyl]-6-trifluoracetylamino-1,2,3,4-tetrahydro-quinoline are dissolved in 70 ml of methanol and 50 ml of dioxan and stirred with 200 ml of 1N sodium hydroxide solution for 2 hours at 40° C. Then the mixture is extracted with methylene chloride, the organic phase is dried over sodium sulphate and concentrated by evaporation. The reactants are Cl.COC=1C(=C(C(=N)N)C=C(C1OC)OC)N (3,4,5-trimethoxy-2-aminobenzamidine hydrochloride), C(#N)N1CCN(CC1)C(=O)OCC (1-cyano-4-ethoxycarbonylpiperazine), C(C)O (ethanol). The solvent is C(C)N(CC)CC (triethylamine). The product is COC=1C=C2C(=NC(=NC2=C(C1OC)OC)N1CCN(CC1)C(=O)OCC)N (6,7,8-trimethoxy-4-amino-2-[4-ethoxycarbonylpiperazin-1-yl]quinazoline). As a reaction SMILES: Cl.[CH3:2][O:3][C:4]1[C:5]([NH2:17])=[C:6]([CH:10]=[C:11]([O:15][CH3:16])[C:12]=1[O:13][CH3:14])[C:7]([NH2:9])=[NH:8].[C:18]([N:20]1[CH2:25][CH2:24][N:23]([C:26]([O:28][CH2:29][CH3:30])=[O:27])[CH2:22][CH2:21]1)#N.C(O)C>C(N(CC)CC)C>[CH3:16][O:15][C:11]1[CH:10]=[C:6]2[C:5](=[C:4]([O:3][CH3:2])[C:12]=1[O:13][CH3:14])[N:17]=[C:18]([N:20]1[CH2:25][CH2:24][N:23]([C:26]([O:28][CH2:29][CH3:30])=[O:27])[CH2:22][CH2:21]1)[N:8]=[C:7]2[NH2:9] |f:0.1|. Reported procedure: A solution containing 2.62 g. (0.01 mole) of 3,4,5-trimethoxy-2-aminobenzamidine hydrochloride and 1.83 g. (0.01 mole) of 1-cyano-4-ethoxycarbonylpiperazine in 50 ml. of anhydrous ethanol is stirred at ambient temperature overnight. A 5-ml. aliquot of triethylamine is then added and the reaction mixture is heated under reflux for 12 hours. It is then worked up as described in Example XI, giving 6,7,8-trimethoxy-4-amino-2-[4-ethoxycarbonylpiperazin-1-yl]quinazoline. Reactants: O=C([O-])[O-], COC(=O)C(F)(F)Cl, [Cs+], [Cs+], CN(C)C=O, O=[N+]([O-])c1ccc(O)c(O)c1. The product is O=[N+]([O-])c1ccc(OC(F)F)c(O)c1. Reaction SMILES: [C:20](=[O:21])([O-:22])[O-:23].[Cl:12][C:13]([C:14]([O:15][CH3:16])=[O:17])([F:18])[F:19].[Cs+:24].[Cs+:25].[O:26]=[CH:27][N:28]([CH3:29])[CH3:30].[OH:1][c:2]1[cH:3][cH:4][c:5]([N+:9]([O-:10])=[O:11])[cH:6][c:7]1[OH:8]>>[O:1]([c:2]1[cH:3][cH:4][c:5]([N+:9]([O-:10])=[O:11])[cH:6][c:7]1[OH:8])[CH:13]([F:18])[F:19]. Reactants: [Na] (sodium), [OH-].[Na+] (sodium hydroxide), C=CC1=CC=CC=C1 (styrene), S(=O)(=O)([O-])OOS(=O)(=O)[O-].[K+].[K+] (potassium persulfate), C=CC1=CC=CC=C1 (styrene), CC(C)C(C)(C)C(C)(C)C(C)(C)S (t-dodecylmercaptan), C=CC=C (butadiene), C=CC=C (butadiene), fatty acid, [O-]P([O-])(=O)OP(=O)([O-])[O-].[Na+].[Na+].[Na+].[Na+] (sodium pyrophosphate), CC(C)C(C)(C)C(C)(C)C(C)(C)S (t-dodecylmercaptan). Solvent: O (water). Conditions: time 6 hour. Yields the product C=CC=C.C=CC1=CC=CC=C1 (butadiene-styrene rubber). Reaction SMILES: [Na].[O-]P(OP([O-])([O-])=O)(=O)[O-].[Na+].[Na+].[Na+].[Na+].[OH-].[Na+].[CH2:17]=[CH:18][C:19]1[CH:24]=[CH:23][CH:22]=[CH:21][CH:20]=1.CC(C(C(C(S)(C)C)(C)C)(C)C)C.C=CC=C.S(OOS([O-])(=O)=O)([O-])(=O)=O.[K+].[K+]>O>[CH2:17]=[CH:18][CH:19]=[CH2:20].[CH2:17]=[CH:18][C:19]1[CH:24]=[CH:23][CH:22]=[CH:21][CH:20]=1 |f:1.2.3.4.5,6.7,11.12.13,15.16,^1:0|. Procedure details: Into a reactor equipped with a stirring means, a heating and cooling means and a pipe for supplying starting materials and having an internal capacity of 300 l, 125.4 kg of deionized water, 3.4 kg of sodium salt of a higher fatty acid, 680 g of sodium pyrophosphate, 255 g of 25% sodium hydroxide, 1.7 kg of styrene, 51 g of t-dodecylmercaptan, 15.3 kg of butadiene and 127.5 g of potassium persulfate were charged, and polymerization was initiated at a temperature of 67° C. During the continuous po... Reactants: 2-R-5-(heteroaryl-2-ylamino)phenol, NC1=NC=CC(=N1)Cl (2-amino-4-chloropyrimidine), NC1=CC=C(C(=C1)O)C (5-amino-o-cresol). Run in CCO (EtOH). Conditions: temperature 90 celsius. Yields the product NC1=NC=CC(=N1)NC=1C=CC(=C(C1)O)C (5-(2-Aminopyrimidin-4-ylamino)-2-methylphenol). Yield: 94.0%. Reaction SMILES: [NH2:1][C:2]1[N:7]=[C:6](Cl)[CH:5]=[CH:4][N:3]=1.[NH2:9][C:10]1[CH:15]=[C:14]([OH:16])[C:13]([CH3:17])=[CH:12][CH:11]=1>CCO>[NH2:1][C:2]1[N:7]=[C:6]([NH:9][C:10]2[CH:11]=[CH:12][C:13]([CH3:17])=[C:14]([OH:16])[CH:15]=2)[CH:5]=[CH:4][N:3]=1. Procedure details: Following the general procedure for the synthesis of 2-R-5-(heteroaryl-2-ylamino)phenol, 2-amino-4-chloropyrimidine (70 mg, 0.5 mmol) and 5-amino-o-cresol (67 mg, 0.5 mmol) in 10% aqueous EtOH (2 mL) was heated at 90° C. for 18 h. The title compound was obtained in 94% yield a (110 mg) and used for the next step without additional purification. Starting materials: C(C1=CC=CC=C1)N(C1=C(C(=O)N)C=CC=C1)CCO (2-[Benzyl(2-hydroxyethyl)amino]benzamide), O=S(Cl)Cl (SOCl2). Conditions: time 2 hour. Yields the product Cl.C(C1=CC=CC=C1)N(C1=C(C(=O)N)C=CC=C1)CCCl (2-[Benzyl(2-chloroethyl)amino]benzamide hydrochloride). RXN SMILES: [CH2:1]([N:8]([CH2:18][CH2:19]O)[C:9]1[CH:17]=[CH:16][CH:15]=[CH:14][C:10]=1[C:11]([NH2:13])=[O:12])[C:2]1[CH:7]=[CH:6][CH:5]=[CH:4][CH:3]=1.O=S(Cl)[Cl:23]>>[ClH:23].[CH2:1]([N:8]([CH2:18][CH2:19][Cl:23])[C:9]1[CH:17]=[CH:16][CH:15]=[CH:14][C:10]=1[C:11]([NH2:13])=[O:12])[C:2]1[CH:7]=[CH:6][CH:5]=[CH:4][CH:3]=1 |f:2.3|. Reported procedure: 2-[Benzyl(2-hydroxyethyl)amino]benzamide (10 g) was added at 0° to 50 ml SOCl2, stirred 71/2 hours at room temperature and left overnight. The mixture was concentrated on the rotovap, ethyl acetate added and the solid filtered to give 11 g product, m.171-4.